Dataset: the Open Reaction Database (ORD), a public repository of structured organic reaction records. Task: describe an organic reaction: reactants, conditions, products, and yield Run at temperature 0 celsius, time 1 hour. Reactants: BrC1=C(N)C=CC=C1 (2-Bromoaniline), C(=O)(OC(C)(C)C)N1[C@@H](C(=O)O)CCC1 (N-Boc-D-Proline), ClC(=O)OCC(C)C (iso-butyl chloroformate), CN1CCOCC1 (N-Methylmorpholine). As a reaction SMILES: [C:1]([N:8]1[CH2:15][CH2:14][CH2:13][C@@H:9]1[C:10]([OH:12])=O)([O:3][C:4]([CH3:7])([CH3:6])[CH3:5])=[O:2].CN1CCOCC1.ClC(OCC(C)C)=O.[Br:31][C:32]1[CH:38]=[CH:37][CH:36]=[CH:35][C:33]=1[NH2:34]>ClCCl>[Br:31][C:32]1[CH:38]=[CH:37][CH:36]=[CH:35][C:33]=1[NH:34][C:10]([C@H:9]1[CH2:13][CH2:14][CH2:15][N:8]1[C:1]([O:3][C:4]([CH3:5])([CH3:6])[CH3:7])=[O:2])=[O:12]. Yield: 76.8%. Product: BrC1=C(C=CC=C1)NC(=O)[C@@H]1N(CCC1)C(=O)OC(C)(C)C (tert-Butyl(2R)-2-{[(2-bromophenyl)amino]carbonyl}pyrrolidine-1-carboxylate). The solvent is ClCCl (dichloromethane), ClCCl (dichloromethane), ClCCl (dichloromethane). Procedure details: In a 500 mL flask, N-Boc-D-Proline (300 mg, 1.39 mmol) was dissolved in dichloromethane (35 mL) and cooled to 0° C. under nitrogen. N-Methylmorpholine (153 μL, 1.39 mmol) was added followed by dropwise addition of iso-butyl chloroformate (180 μL, 1.39 mmol) and the reaction mixture stirred at 0° C. for 1 h. 2-Bromoaniline (1.31 mL, 1.39 mmol) was dissolved in dichloromethane (5 mL) then added quickly to the activated acid at 0° C. The mixture was stirred overnight from 0° C. to room temperature.... Reactants: C(C)C1=CC2=C(NCCN=C2C2=NC=CC=C2)S1 (7-ethyl-5-(2-pyridyl)-2,3-dihydro-1H-thieno[2,3-e][1,4]diazepine), CN(C(=O)Cl)C (dimethylcarbamoyl chloride). Solvent: N1=CC=CC=C1 (pyridine). Reaction conditions: temperature 60 celsius, time 24 hour. The product is Cl.Cl.C(C)C1=CC2=C(N(CCN=C2C2=NC=CC=C2)C(N(C)C)=O)S1 (7-ethyl-1-dimethylcarbamoyl-5-(2-pyridyl)-2,3-dihydro-1H-thieno[2,3-e][1,4]diazepine dihydrochloride). As a reaction SMILES: [CH2:1]([C:3]1[S:18][C:6]2[NH:7][CH2:8][CH2:9][N:10]=[C:11]([C:12]3[CH:17]=[CH:16][CH:15]=[CH:14][N:13]=3)[C:5]=2[CH:4]=1)[CH3:2].[CH3:19][N:20]([CH3:24])[C:21]([Cl:23])=[O:22]>N1C=CC=CC=1>[ClH:23].[ClH:23].[CH2:1]([C:3]1[S:18][C:6]2[N:7]([C:21](=[O:22])[N:20]([CH3:24])[CH3:19])[CH2:8][CH2:9][N:10]=[C:11]([C:12]3[CH:17]=[CH:16][CH:15]=[CH:14][N:13]=3)[C:5]=2[CH:4]=1)[CH3:2] |f:3.4.5|. Reported procedure: To a suspension of 5.1 g of 7-ethyl-5-(2-pyridyl)-2,3-dihydro-1H-thieno[2,3-e][1,4]diazepine in 50 ml of pyridine is added 2.4 g of dimethylcarbamoyl chloride, and stirred for 24 hours at 60° C. Then pyridine is evaporated under reduced pressure. To the residue is added acetone to crystallize. The crude crystals obtained are recrystallized from ethanol to give 7-ethyl-1-dimethylcarbamoyl-5-(2-pyridyl)-2,3-dihydro-1H-thieno[2,3-e][1,4]diazepine dihydrochloride, melting at 183°-192° C with decompo... Starting materials: CNC(=N[N+](=O)[O-])N(Cc1cnc(Cl)s1)C(C)=O, CC(=O)OC(C)=O, Cl, c1ccncc1. The product is CC(=O)N(C)C(=N[N+](=O)[O-])N(Cc1cnc(Cl)s1)C(C)=O. As a reaction SMILES: [C:8]([CH3:9])(=[O:10])[N:11]([C:12](=[N:13][N+:14](=[O:15])[O-:16])[NH:17][CH3:18])[CH2:19][c:20]1[cH:21][n:22][c:23]([Cl:25])[s:24]1.[CH3:1][C:2]([O:3][C:5]([CH3:6])=[O:7])=[O:4].[ClH:26].[cH:27]1[cH:28][cH:29][n:30][cH:31][cH:32]1>>[C:5]([CH3:6])(=[O:7])[N:17]([C:12]([N:11]([C:8]([CH3:9])=[O:10])[CH2:19][c:20]1[cH:21][n:22][c:23]([Cl:25])[s:24]1)=[N:13][N+:14](=[O:15])[O-:16])[CH3:18]. Starting materials: C(CC(=O)OCC)(=O)OCC (diethyl malonate), C1OC=2C=C(C=CC2O1)CCl ([(3,4-methylendioxy)phenyl]methyl chloride), [O-]CC.[Na+] (sodium ethoxide). Solvent: C(C)O (ethanol). The product is C(C)OC(C(C(=O)OCC)CC1=CC2=C(C=C1)OCO2)=O (2-[[(3,4-methylenedioxy)phenyl]methyl]malonic acid diethyl ester). Yield: 87.9%. Reaction SMILES: [O-]CC.[Na+].[C:5]([O:13][CH2:14][CH3:15])(=[O:12])[CH2:6][C:7]([O:9][CH2:10][CH3:11])=[O:8].[CH2:16]1[O:24][C:23]2[CH:22]=[CH:21][C:20]([CH2:25]Cl)=[CH:19][C:18]=2[O:17]1>C(O)C>[CH2:14]([O:13][C:5](=[O:12])[CH:6]([CH2:25][C:20]1[CH:21]=[CH:22][C:23]2[O:24][CH2:16][O:17][C:18]=2[CH:19]=1)[C:7]([O:9][CH2:10][CH3:11])=[O:8])[CH3:15] |f:0.1|. Procedure: 60.17 g of sodium ethoxide were dissolved in 1127 ml of ethanol. To this solution, 336.4 g of diethyl malonate and 119.42 g of [(3,4-methylendioxy)phenyl]methyl chloride were added and the mixture was refluxed for 3 hours. After the reaction was completed, the solvent was removed under reduced pressure and water was added to the residue. After extraction with ethyl acetate, the ethyl acetate was dried with sodium sulfate anhydride. After removing the solvent under reduced pressure and purificati... The reactants are CC1=C(N=C(O1)C1=CC=CC=C1)CCC(=O)C1=CC=C(C=C1)CCCC1C(NC(O1)=O)=O (5-[3-[4-[3-(5-methyl-2-phenyl-4-oxazolyl)propionyl]phenyl]propyl]-2,4-oxazolidinedione), C(C)O (ethanol), [BH4-].[Na+] (sodium borohydride), Cl (HCl). Run in O1CCCC1 (tetrahydrofuran), O (water). Reaction conditions: time 2 hour. The product is OC(CCC=1N=C(OC1C)C1=CC=CC=C1)C1=CC=C(C=C1)CCCC1C(NC(O1)=O)=O (5-[3-[4 -[1-hydroxy-3-(5-methyl-2-phenyl-4oxazoly) propyl]phenyl]propyl]-2,4-oxazolidinedione). Yield: 63.7%. RXN SMILES: [CH3:1][C:2]1[O:6][C:5]([C:7]2[CH:12]=[CH:11][CH:10]=[CH:9][CH:8]=2)=[N:4][C:3]=1[CH2:13][CH2:14][C:15]([C:17]1[CH:22]=[CH:21][C:20]([CH2:23][CH2:24][CH2:25][CH:26]2[O:30][C:29](=[O:31])[NH:28][C:27]2=[O:32])=[CH:19][CH:18]=1)=[O:16].C(O)C.[BH4-].[Na+].Cl>O1CCCC1.O>[OH:16][CH:15]([C:17]1[CH:22]=[CH:21][C:20]([CH2:23][CH2:24][CH2:25][CH:26]2[O:30][C:29](=[O:31])[NH:28][C:27]2=[O:32])=[CH:19][CH:18]=1)[CH2:14][CH2:13][C:3]1[N:4]=[C:5]([C:7]2[CH:8]=[CH:9][CH:10]=[CH:11][CH:12]=2)[O:6][C:2]=1[CH3:1] |f:2.3|. Procedure details: To a solution of 5-[3-[4-[3-(5-methyl-2-phenyl-4-oxazolyl)propionyl]phenyl]propyl]-2,4-oxazolidinedione (0.25 g) in tetrahydrofuran (THF) (10 ml)-ethanol (10 ml), sodium borohydride (0.05 g) was added, followed by stirring at room temperature for 2 hours. The reaction mixture was poured over water, neutralized with 2N HCl and then extracted with ethyl acetate. The ethyl acetate layer was washed with water, dried (MgSO4) and then concentrated under reduced pressure; the residue was purified by si... Reactants: BrC=1C=C(C(=NC1)CCCCN)C (5-Bromo-2-(4-aminobutyl)-3-methylpyridine), CSC1=NC=C(C(N1)=O)CC1=CC=C(C=C1)Cl (2-methylthio-5-(4-chlorobenzyl)-4-pyrimidone). Reaction conditions: time 6 hour. Product: CC=1C(=NC=C(C1)Br)CCCCNC1=NC=C(C(N1)=O)CC1=CC=C(C=C1)Cl (2-[4-(3-methyl-5-bromopyrid-2-yl)butylamino]-5-(4-chlorobenzyl)-4-pyrimidone). Isolated yield 77.0%. Reaction SMILES: [Br:1][C:2]1[CH:3]=[C:4]([CH3:13])[C:5]([CH2:8][CH2:9][CH2:10][CH2:11][NH2:12])=[N:6][CH:7]=1.CS[C:16]1[NH:21][C:20](=[O:22])[C:19]([CH2:23][C:24]2[CH:29]=[CH:28][C:27]([Cl:30])=[CH:26][CH:25]=2)=[CH:18][N:17]=1>>[CH3:13][C:4]1[C:5]([CH2:8][CH2:9][CH2:10][CH2:11][NH:12][C:16]2[NH:21][C:20](=[O:22])[C:19]([CH2:23][C:24]3[CH:29]=[CH:28][C:27]([Cl:30])=[CH:26][CH:25]=3)=[CH:18][N:17]=2)=[N:6][CH:7]=[C:2]([Br:1])[CH:3]=1. Procedure details: 5-Bromo-2-(4-aminobutyl)-3-methylpyridine, (0.73 g), was fused with 2-methylthio-5-(4-chlorobenzyl)-4-pyrimidone (0.75 g) at 160°-170° C. and heating was continued for 6 hours. The mixture was cooled and recrystallised from chloroform/petroleum-ether (b.p. 60°-80° C.), to give 2-[4-(3-methyl-5-bromopyrid-2-yl)butylamino]-5-(4-chlorobenzyl)-4-pyrimidone (1.0 g) m.p. 149°-150° C. Reactants: COC1=NC=CC=C1CN1CCC(CC1)CCC1=C(C=CC=C1)OCC1CCCCC1 (1-[(2-methoxy-3-pyridyl)methyl]-4-[2-[2-(cyclohexylmethyloxy)phenyl]ethyl]piperidine), C(C)(=O)OCC.Cl (hydrogen chloride-ethyl acetate), C([O-])(O)=O.[Na+] (sodium bicarbonate). Solvent: C(C)O (ethanol). Yields the product C(C(=O)O)(=O)O.O=C1NC=CC=C1CN1CCC(CC1)CCC1=C(C=CC=C1)OCC1CCCCC1 (1-[(2-Oxo-1,2-dihydro-3-pyridinyl)methyl]-4-[2-[2-(cyclohexylmethyloxy)phenyl]ethyl]piperidine oxalate). As a reaction SMILES: C[O:2][C:3]1[C:8]([CH2:9][N:10]2[CH2:15][CH2:14][CH:13]([CH2:16][CH2:17][C:18]3[CH:23]=[CH:22][CH:21]=[CH:20][C:19]=3[O:24][CH2:25][CH:26]3[CH2:31][CH2:30][CH2:29][CH2:28][CH2:27]3)[CH2:12][CH2:11]2)=[CH:7][CH:6]=[CH:5][N:4]=1.[C:32]([O:35]CC)(=[O:34])C.Cl.[C:39](=[O:42])([OH:41])[O-].[Na+]>C(O)C>[C:32]([OH:35])(=[O:34])[C:39]([OH:41])=[O:42].[O:2]=[C:3]1[C:8]([CH2:9][N:10]2[CH2:11][CH2:12][CH:13]([CH2:16][CH2:17][C:18]3[CH:23]=[CH:22][CH:21]=[CH:20][C:19]=3[O:24][CH2:25][CH:26]3[CH2:31][CH2:30][CH2:29][CH2:28][CH2:27]3)[CH2:14][CH2:15]2)=[CH:7][CH:6]=[CH:5][NH:4]1 |f:1.2,3.4,6.7|. Procedure: In ethanol (4 ml) was dissolved 226 mg of 1-[(2-methoxy-3-pyridyl)methyl]-4-[2-[2-(cyclohexylmethyloxy)phenyl]ethyl]piperidine. To the mixture was added 1 ml of a 4N-hydrogen chloride-ethyl acetate solution, followed by heating under reflux for 1.5 hours. An aqueous sodium bicarbonate was added to the reaction solution, and the mixture was extracted with dichloromethane. The extract was dried over anhydrous magnesium sulfate, and the solvent was evaporated. The resulting oil was dissolved in eth... Starting materials: BrCCC1=CC=CC2=CC=CC=C12 (1-(2-bromoethyl)naphthalene), ClC=1N=CNC1Cl (4,5-dichloroimidazole), [OH-].[K+] (Potassium hydroxide), BrCC1=CC=C(OCC(=O)O)C=C1 (2-(4-(bromomethyl)phenoxy)acetic acid), Br (HBr). Run in C(C)#N (acetonitrile). Yields the product [Br-].C(=O)(O)COC1=CC=C(CN2C=[N+](C(=C2Cl)Cl)CCC2=CC=CC3=CC=CC=C23)C=C1 (1-(4-(carboxymethoxy)benzyl)-4,5-dichloro-3-(2-(naphthalen-1-yl)ethyl)-1H-imidazol-3-ium bromide). Reaction SMILES: [Cl:1][C:2]1[N:3]=[CH:4][NH:5][C:6]=1[Cl:7].[OH-].[K+].[Br:10][CH2:11][C:12]1[CH:22]=[CH:21][C:15]([O:16][CH2:17][C:18]([OH:20])=[O:19])=[CH:14][CH:13]=1.Br[CH2:24][CH2:25][C:26]1[C:35]2[C:30](=[CH:31][CH:32]=[CH:33][CH:34]=2)[CH:29]=[CH:28][CH:27]=1.Br>C(#N)C>[Br-:10].[C:18]([CH2:17][O:16][C:15]1[CH:21]=[CH:22][C:12]([CH2:11][N:3]2[C:2]([Cl:1])=[C:6]([Cl:7])[N+:5]([CH2:24][CH2:25][C:26]3[C:35]4[C:30](=[CH:31][CH:32]=[CH:33][CH:34]=4)[CH:29]=[CH:28][CH:27]=3)=[CH:4]2)=[CH:13][CH:14]=1)([OH:20])=[O:19] |f:1.2,7.8|. Procedure: 4,5-dichloroimidazole (1.00 g, 7.36 mmol) was dissolved in acetonitrile. Potassium hydroxide (0.828 g, 14.72 mmol) was added to the solution and allowed to reflux for 30 min. 1 equivalent of 2-(4-(bromomethyl)phenoxy)acetic acid (1.80 g, 7.36 mmol) was added to the solution and refluxed for 5 h. Solution was filtered to remove the KBr precipitate and placed back onto reflux. An equivalent of 1-(2-bromoethyl)naphthalene (1.73 g, 7.36 mmol) was added to solution and refluxed for 2.5 h. The solutio... Starting materials: [H-].[Na+] (sodium hydride), FC(C(=O)O)(F)F (trifluoroacetic acid), OC1CCC(CC1)NC1=CC(=C(C#N)C=C1)C(F)(F)F (4-(4-Hydroxy-cyclohexylamino)-2-trifluoromethyl-benzonitrile), C(C)(C)(C)OC(C)=O (acetic acid tert-butyl ester). The solvent is ClCCl (dichloromethane), O (water), ClCCl (dichloromethane), O1CCCC1 (tetrahydrofuran), C(C)(=O)OCC (ethyl acetate). Reaction conditions: temperature 5 celsius, time 15 minute. The product is C(#N)C1=C(C=C(C=C1)NC1CCC(CC1)OCC(=O)O)C(F)(F)F ([4-(4-cyano-3-trifluoromethyl-phenylamino)-cyclohexyloxy]-acetic acid). Yield: 39.0%. As a reaction SMILES: [OH:1][CH:2]1[CH2:7][CH2:6][CH:5]([NH:8][C:9]2[CH:16]=[CH:15][C:12]([C:13]#[N:14])=[C:11]([C:17]([F:20])([F:19])[F:18])[CH:10]=2)[CH2:4][CH2:3]1.[H-].[Na+].C([O:27][C:28](=[O:30])[CH3:29])(C)(C)C.FC(F)(F)C(O)=O>O1CCCC1.C(OCC)(=O)C.ClCCl.O>[C:13]([C:12]1[CH:15]=[CH:16][C:9]([NH:8][CH:5]2[CH2:6][CH2:7][CH:2]([O:1][CH2:29][C:28]([OH:30])=[O:27])[CH2:3][CH2:4]2)=[CH:10][C:11]=1[C:17]([F:18])([F:19])[F:20])#[N:14] |f:1.2|. Procedure details: 4-(4-Hydroxy-cyclohexylamino)-2-trifluoromethyl-benzonitrile (4.30 mmol) is dissolved in dry tetrahydrofuran (10 mL) and sodium hydride (60% suspension in oil, 13.0 mmol) is added. The resulting mixture is stirred for 15 minutes and is cooled down to 5° C. prior to the addition of acetic acid tert-butyl ester (4.30 mmol). After 1.5 hours reaction time, water (7 mL) is slowly added under vigorous stirring and the mixture is then diluted with ethyl acetate (25 mL). The organic phase is collected a... The reactants are OCCNC(CCCCCCC\C=C/CCCCCCCC)=O (N-(2-Hydroxyethyl)oleamide), CC1(OCC(C(O1)C(=O)NCCC(=O)O)(C)C)C (3-[N-(2,2,5,5-tetramethyl-1,3-dioxane-4-carbonyl)amino]propionic acid). The product is CC1(OCC(C(O1)C(=O)NCCC(=O)OCCNC(CCCCCCC\C=C/CCCCCCCC)=O)(C)C)C (2-(N-Oleoylamino)ethyl 3-[N-(2,2,5,5-tetramethyl-1,3-dioxane-4-carbonyl)amino]propionate). Yield: 88.8%. As a reaction SMILES: [OH:1][CH2:2][CH2:3][NH:4][C:5](=[O:23])[CH2:6][CH2:7][CH2:8][CH2:9][CH2:10][CH2:11][CH2:12]/[CH:13]=[CH:14]\[CH2:15][CH2:16][CH2:17][CH2:18][CH2:19][CH2:20][CH2:21][CH3:22].[CH3:24][C:25]1([CH3:41])[O:30][CH:29]([C:31]([NH:33][CH2:34][CH2:35][C:36](O)=[O:37])=[O:32])[C:28]([CH3:40])([CH3:39])[CH2:27][O:26]1>>[CH3:24][C:25]1([CH3:41])[O:30][CH:29]([C:31]([NH:33][CH2:34][CH2:35][C:36]([O:1][CH2:2][CH2:3][NH:4][C:5](=[O:23])[CH2:6][CH2:7][CH2:8][CH2:9][CH2:10][CH2:11][CH2:12]/[CH:13]=[CH:14]\[CH2:15][CH2:16][CH2:17][CH2:18][CH2:19][CH2:20][CH2:21][CH3:22])=[O:37])=[O:32])[C:28]([CH3:40])([CH3:39])[CH2:27][O:26]1. Procedure details: N-(2-Hydroxyethyl)oleamide (0.97 g) and 0.78 g of 3-[N-(2,2,5,5-tetramethyl-1,3-dioxane-4-carbonyl)amino]propionic acid were reacted in the same manner as in Example 15 to obtain 1.50 g of the title compound (yield: 90%).